Dataset: the Open Reaction Database (ORD), a public repository of structured organic reaction records. Task: describe an organic reaction: reactants, conditions, products, and yield Starting materials: C1CCOC1, [Li]CCCC, FC(F)(F)Oc1ccc(C=NNc2cc(-c3ccccc3)nc(Cl)n2)cc1, Nc1ccc(Cl)cc1. The product is FC(F)(F)Oc1ccc(C=NNc2cc(-c3ccccc3)nc(Nc3ccc(Cl)cc3)n2)cc1. Reaction SMILES: [CH2:41]1[O:42][CH2:43][CH2:44][CH2:45]1.[CH3:9][CH2:10][CH2:11][CH2:12][Li:13].[Cl:14][c:15]1[n:16][c:17]([NH:27][N:28]=[CH:29][c:30]2[cH:31][cH:32][c:33]([O:36][C:37]([F:38])([F:39])[F:40])[cH:34][cH:35]2)[cH:18][c:19](-[c:21]2[cH:22][cH:23][cH:24][cH:25][cH:26]2)[n:20]1.[NH2:1][c:2]1[cH:3][cH:4][c:5]([Cl:6])[cH:7][cH:8]1>>[NH:1]([c:2]1[cH:3][cH:4][c:5]([Cl:6])[cH:7][cH:8]1)[c:15]1[n:16][c:17]([NH:27][N:28]=[CH:29][c:30]2[cH:31][cH:32][c:33]([O:36][C:37]([F:38])([F:39])[F:40])[cH:34][cH:35]2)[cH:18][c:19](-[c:21]2[cH:22][cH:23][cH:24][cH:25][cH:26]2)[n:20]1. The reactants are CO, CC(Oc1ccc([N+](=O)[O-])cc1)C(F)(F)F. Yields the product CC(Oc1ccc(N)cc1)C(F)(F)F. As a reaction SMILES: [CH3:17][OH:18].[N+:1]([O-:2])(=[O:3])[c:4]1[cH:5][cH:6][c:7]([O:10][CH:11]([C:12]([F:13])([F:14])[F:15])[CH3:16])[cH:8][cH:9]1>>[NH2:1][c:4]1[cH:5][cH:6][c:7]([O:10][CH:11]([C:12]([F:13])([F:14])[F:15])[CH3:16])[cH:8][cH:9]1. Reactants: O=C(Nc1c[nH]c2ncc(Br)c(F)c12)C1CCOC1, CCCCO, CC(C)(C)OC(=O)NC1CCCNC1. The product is CC(C)(C)OC(=O)NC1CCCN(c2c(Br)cnc3[nH]cc(NC(=O)C4CCOC4)c23)C1. Reaction SMILES: [Br:1][c:2]1[c:3]([F:19])[c:4]2[c:5]([n:6][cH:7]1)[nH:8][cH:9][c:10]2[NH:11][C:12](=[O:13])[CH:14]1[CH2:15][O:16][CH2:17][CH2:18]1.[CH2:34]([OH:35])[CH2:36][CH2:37][CH3:38].[NH:20]1[CH2:21][CH:22]([NH:26][C:27]([O:28][C:29]([CH3:30])([CH3:31])[CH3:32])=[O:33])[CH2:23][CH2:24][CH2:25]1>>[Br:1][c:2]1[c:3]([N:20]2[CH2:21][CH:22]([NH:26][C:27]([O:28][C:29]([CH3:30])([CH3:31])[CH3:32])=[O:33])[CH2:23][CH2:24][CH2:25]2)[c:4]2[c:5]([n:6][cH:7]1)[nH:8][cH:9][c:10]2[NH:11][C:12](=[O:13])[CH:14]1[CH2:15][O:16][CH2:17][CH2:18]1. The reactants are CN(C)Cc1c[nH]c2ncccc12, Cc1ccccc1, Ic1ccc(N2CCNCC2)nc1. Product: Ic1ccc(N2CCN(Cc3c[nH]c4ncccc34)CC2)nc1. As a reaction SMILES: [CH3:14][N:15]([CH3:16])[CH2:17][c:18]1[cH:19][nH:20][c:21]2[n:22][cH:23][cH:24][cH:25][c:26]12.[CH3:27][c:28]1[cH:29][cH:30][cH:31][cH:32][cH:33]1.[I:1][c:2]1[cH:3][cH:4][c:5]([N:8]2[CH2:9][CH2:10][NH:11][CH2:12][CH2:13]2)[n:6][cH:7]1>>[I:1][c:2]1[cH:3][cH:4][c:5]([N:8]2[CH2:9][CH2:10][N:11]([CH2:17][c:18]3[cH:19][nH:20][c:21]4[n:22][cH:23][cH:24][cH:25][c:26]34)[CH2:12][CH2:13]2)[n:6][cH:7]1. Reactants: ice water, Cl (hydrochloric acid), C(=O)=O (carbon dioxide), potassium tert.butylate, ClC=1C=C(C=CC1C1CCCCC1)C(C)=O (3'-chloro-4'-cyclohexyl-acetophenone), C(C)O/C(=C/C(=O)OCC)/C (ethyl (E)-3-ethoxy-crotonate). Run in CN(C=O)C (dimethyl formamide). Product: ClC=1C=C(C=CC1C1CCCCC1)/C(=C/C(C)=O)/C ((E)-4-(3-Chloro-4-cyclohexyl-phenyl)-3-pentene-2-one). RXN SMILES: [Cl:1][C:2]1[CH:3]=[C:4]([C:14](=O)[CH3:15])[CH:5]=[CH:6][C:7]=1[CH:8]1[CH2:13][CH2:12][CH2:11][CH2:10][CH2:9]1.C([O:19]/[C:20](/[CH3:27])=[CH:21]/C(OCC)=O)C.Cl.C(=O)=O>CN(C)C=O>[Cl:1][C:2]1[CH:3]=[C:4](/[C:14](/[CH3:15])=[CH:21]/[C:20](=[O:19])[CH3:27])[CH:5]=[CH:6][C:7]=1[CH:8]1[CH2:13][CH2:12][CH2:11][CH2:10][CH2:9]1. Reported procedure: 87.6 Gm (0.781 mol) of potassium-tert.butylate were added all at once to a solution of 185.0 gm (0.781 mol) of 3'-chloro-4'-cyclohexyl-acetophenone and 123.0 gm (0.777 mol) of ethyl (E)-3-ethoxy-crotonate in 1.1 liters of anhydrous dimethyl formamide, whereby the temperature rose spontaneously from +20° to +38°C and the mixture turned deep red. The mixture was stirred for another hour with the temperature being maintained at 32°-35°C, and then 200 ml of concentrated hydrochloric acid added dropw... The reactants are ClC=1C=C(C(=O)O)C=CC1 (m-Chlorobenzoic acid), FC1=CC(=C(C=C1C(C)C)C1=C(C=C(C=C1)C(F)(F)F)CN1C(O[C@@H]([C@@H]1C)C1=CC=NC=C1)=O)OC ((4S,5R)-3-{[4′-fluoro-5′-isopropyl-2′-methoxy-4-(trifluoromethyl)biphenyl-2-yl]methyl}-4-methyl-5-pyridin-4-yl-1,3-oxazolidin-2-one). Solvent: C(Cl)Cl (CH2Cl2), C(Cl)Cl (CH2Cl2). Reaction conditions: time 15 minute. The product is FC1=CC(=C(C=C1C(C)C)C1=C(C=C(C=C1)C(F)(F)F)CN1C(O[C@@H]([C@@H]1C)C1=CC=[N+](C=C1)[O-])=O)OC ((4S,5R)-3-{[4′-fluoro-5′-isopropyl-2′-methoxy-4-(trifluoromethyl)biphenyl-2-yl]methyl}-4-methyl-5-(1-oxidopyridin-4-yl)-1,3-oxazolidin-2-one). As a reaction SMILES: ClC1C=C(C=CC=1)C(O)=[O:6].[F:11][C:12]1[C:17]([CH:18]([CH3:20])[CH3:19])=[CH:16][C:15]([C:21]2[CH:26]=[CH:25][C:24]([C:27]([F:30])([F:29])[F:28])=[CH:23][C:22]=2[CH2:31][N:32]2[C@@H:36]([CH3:37])[C@@H:35]([C:38]3[CH:43]=[CH:42][N:41]=[CH:40][CH:39]=3)[O:34][C:33]2=[O:44])=[C:14]([O:45][CH3:46])[CH:13]=1>C(Cl)Cl>[F:11][C:12]1[C:17]([CH:18]([CH3:19])[CH3:20])=[CH:16][C:15]([C:21]2[CH:26]=[CH:25][C:24]([C:27]([F:30])([F:28])[F:29])=[CH:23][C:22]=2[CH2:31][N:32]2[C@@H:36]([CH3:37])[C@@H:35]([C:38]3[CH:43]=[CH:42][N+:41]([O-:6])=[CH:40][CH:39]=3)[O:34][C:33]2=[O:44])=[C:14]([O:45][CH3:46])[CH:13]=1. Procedure: m-Chlorobenzoic acid (77%, 47.9 mg, 0.214 mmol) was added to a solution of (4S,5R)-3-{[4′-fluoro-5′-isopropyl-2′-methoxy-4-(trifluoromethyl)biphenyl-2-yl]methyl}-4-methyl-5-pyridin-4-yl-1,3-oxazolidin-2-one (53.7, 0.107 mmol) in dry CH2Cl2 (10.8 mL) at 0° C. After 15 min at 0° C., the reaction was stirred at room temperature for 3 h. The reaction was diluted with CH2Cl2 (40 mL) and washed with saturated Na2SO3 (20 mL) and saturated K2CO3 (2×20 mL). The organic layer was dried (Na2SO4) and concen... Reactants: N#CCCCCBr, N#CCCCCn1cnc(N)n1, CO, CC#N, C[O-], FC(F)(F)CN=C=S, Nc1nc[nH]n1, [Na+]. Yields the product N#CCCCCn1cnc(NC(=S)NCC(F)(F)F)n1. As a reaction SMILES: [Br:10][CH2:11][CH2:12][CH2:13][CH2:14][C:15]#[N:16].[C:17](#[N:18])[CH2:19][CH2:20][CH2:21][CH2:22][n:23]1[n:24][c:25]([NH2:28])[n:26][cH:27]1.[CH3:37][OH:38].[CH3:39][C:40]#[N:41].[CH3:7][O-:8].[F:29][C:30]([CH2:31][N:32]=[C:33]=[S:34])([F:35])[F:36].[NH2:1][c:2]1[n:3][cH:4][nH:5][n:6]1.[Na+:9]>>[C:17](#[N:18])[CH2:19][CH2:20][CH2:21][CH2:22][n:23]1[n:24][c:25]([NH:28][C:33]([NH:32][CH2:31][C:30]([F:29])([F:35])[F:36])=[S:34])[n:26][cH:27]1.